Dataset: the Open Reaction Database (ORD), a public repository of structured organic reaction records. Task: describe an organic reaction: reactants, conditions, products, and yield Starting materials: [Cl-].[NH4+] (ammonium chloride), C(C)(=O)CC(C)=O (acetylacetone), N (ammonia), N (ammonia), C(C=C)Br (allyl bromide). Reaction conditions: time 30 minute. The product is CC(CC(CCC=C)=O)=O (7-octene-2,4-dione). Isolated yield 48.0%. Reaction SMILES: [C:1]([CH2:4][C:5](=[O:7])[CH3:6])(=[O:3])[CH3:2].N.[CH2:9](Br)[CH:10]=[CH2:11].[Cl-].[NH4+]>>[CH3:6][C:5](=[O:7])[CH2:4][C:1](=[O:3])[CH2:2][CH2:11][CH:10]=[CH2:9] |f:3.4|. Procedure: After 30 minutes, a powdery complex compound produced by mixing acetylacetone (15 g; 10.15 mol) with ammonia was gradually added to the solution. The mixture was stirred for about 1 hour, and then allyl bromide (18.2 g; 0.15 mol) was added to it. After stirring 1 hour, the solution was neutralized with solid ammonium chloride (15 g) and ammonia was removed by vaporiation. The reaction mixture was treated by the conventional method. The resulting oily product was distilled under a reduced pressur... The reactants are COc1ccc(F)cc1Br, COC(Cl)Cl, ClCCl. Reaction SMILES: [Br:1][c:2]1[c:3]([O:9][CH3:10])[cH:4][cH:5][c:6]([F:8])[cH:7]1.[CH3:11][O:12][CH:13]([Cl:14])[Cl:15].[Cl:16][CH2:17][Cl:18]>>[Br:1][c:2]1[c:3]([O:9][CH3:10])[cH:4][c:5]([CH:11]=[O:12])[c:6]([F:8])[cH:7]1. Product: COc1cc(C=O)c(F)cc1Br.